This data is from the Open Reaction Database (ORD), a public repository of structured organic reaction records. The task is: describe an organic reaction: reactants, conditions, products, and yield Yield: 88.9%. The product is C(C)OCCOC1=CC(=C(C(=C1)C)C1=CC(=CC=C1)C=O)C (4′-(2-ethoxyethoxy)-2′,6′-dimethylbiphenyl-3-carbaldehyde). Reactants: OC1=CC(=C(C(=C1)C)C1=CC(=CC=C1)C=O)C (4′-hydroxy-2′,6′-dimethylbiphenyl-3-carbaldehyde), C(C)OCCCl (2-chloroethyl ethyl ether), C([O-])([O-])=O.[K+].[K+] (potassium carbonate), [I-].[K+] (potassium iodide). Run at temperature 80 celsius, time 18 hour. Solvent: CN(C=O)C (N,N-dimethylformamide), O (Water). Procedure: To a solution of 4′-hydroxy-2′,6′-dimethylbiphenyl-3-carbaldehyde (8.52 g, 37.7 mmol) and 2-chloroethyl ethyl ether (6.15 g, 56.6 mmol) in N,N-dimethylformamide (40 mL) were added potassium carbonate (6.25 g, 45.2 mmol) and potassium iodide (1.25 g, 7.54 mmol), and the mixture was stirred at 80° C. for 18 hr. Water was added to the reaction mixture, and the mixture was extracted with ethyl acetate. The extract was washed with saturated brine, dried over anhydrous magnesium sulfate, and concentra... RXN SMILES: [OH:1][C:2]1[CH:7]=[C:6]([CH3:8])[C:5]([C:9]2[CH:14]=[CH:13][CH:12]=[C:11]([CH:15]=[O:16])[CH:10]=2)=[C:4]([CH3:17])[CH:3]=1.[CH2:18]([O:20][CH2:21][CH2:22]Cl)[CH3:19].C(=O)([O-])[O-].[K+].[K+].[I-].[K+]>CN(C)C=O.O>[CH2:18]([O:20][CH2:21][CH2:22][O:1][C:2]1[CH:7]=[C:6]([CH3:8])[C:5]([C:9]2[CH:14]=[CH:13][CH:12]=[C:11]([CH:15]=[O:16])[CH:10]=2)=[C:4]([CH3:17])[CH:3]=1)[CH3:19] |f:2.3.4,5.6|. The reactants are Brc1cccnc1, O=C([O-])O, CCCC[N+](CCCC)(CCCC)CCCC, CN(C)C=O, [Cl-], C=Cc1cccc([N+](=O)[O-])c1, [Na+], CC(=O)[O-], CC(=O)[O-], [Pd+2]. Yields the product O=[N+]([O-])c1cccc(C=Cc2cccnc2)c1. Reaction SMILES: [Br:12][c:13]1[cH:14][n:15][cH:16][cH:17][cH:18]1.[C:19](=[O:20])([OH:21])[O-:22].[CH3:25][CH2:26][CH2:27][CH2:28][N+:29]([CH2:30][CH2:31][CH2:32][CH3:33])([CH2:34][CH2:35][CH2:36][CH3:37])[CH2:38][CH2:39][CH2:40][CH3:41].[CH3:42][N:43]([CH3:44])[CH:45]=[O:46].[Cl-:24].[N+:1](=[O:2])([O-:3])[c:4]1[cH:5][c:6]([CH:7]=[CH2:8])[cH:9][cH:10][cH:11]1.[Na+:23].[O-:48][C:49]([CH3:50])=[O:51].[O-:52][C:53]([CH3:54])=[O:55].[Pd+2:47]>>[N+:1](=[O:2])([O-:3])[c:4]1[cH:5][c:6]([CH:7]=[CH:8][c:13]2[cH:14][n:15][cH:16][cH:17][cH:18]2)[cH:9][cH:10][cH:11]1. Starting materials: CC(C)(C)N, CC(C)=O, Clc1nc(Cl)nc(Cl)n1, [Na+], [OH-], O. The product is CC(C)(C)Nc1nc(Cl)nc(Cl)n1. Reaction SMILES: [CH3:14][C:15]([CH3:16])([CH3:17])[NH2:18].[CH3:1][C:2](=[O:3])[CH3:4].[Cl:5][c:6]1[n:7][c:8]([Cl:9])[n:10][c:11]([Cl:12])[n:13]1.[Na+:20].[OH-:19].[OH2:21]>>[c:6]1([NH:18][C:15]([CH3:14])([CH3:16])[CH3:17])[n:7][c:8]([Cl:9])[n:10][c:11]([Cl:12])[n:13]1. Starting materials: BrCC(=O)OCC (Ethyl bromoacetate), [H-].[Al+3].[Li+].[H-].[H-].[H-] (lithium aluminium hydride), C1=CC=CC2=C1CC1=C2C2=C(C=3C4=CC=CC=C4NC13)C(NC2)=O (5H,6H,12H,13H-indeno[2,3-a]pyrrolo[3,4-c]carbazole-7(7H)one), [H-].[Na+] (NaH). The solvent is CN(C)C=O (DMF), C1CCOC1 (THF). Conditions: time 1 hour. The product is OCCC1C=2C=CC=CC2C2=C1C=1NC3=CC=CC=C3C1C1=C2CNC1=O (13-(2-Hydroxyethyl)-5H,6H,12H,13H-indeno[2,3-a]pyrrolo[3,4-c]carbazole-7(7H)one). Yield: 13.0%. RXN SMILES: [CH:1]1[C:6]2[CH2:7][C:8]3[C:20]4[NH:19][C:18]5[C:13](=[CH:14][CH:15]=[CH:16][CH:17]=5)[C:12]=4[C:11]4[C:21](=[O:24])[NH:22][CH2:23][C:10]=4[C:9]=3[C:5]=2[CH:4]=[CH:3][CH:2]=1.[H-].[Na+].Br[CH2:28][C:29](OCC)=[O:30].[H-].[Al+3].[Li+].[H-].[H-].[H-]>CN(C=O)C.C1COCC1>[OH:30][CH2:29][CH2:28][CH:7]1[C:8]2[C:20]3[NH:19][C:18]4[C:13]([C:12]=3[C:11]3[C:21](=[O:24])[NH:22][CH2:23][C:10]=3[C:9]=2[C:5]2[CH:4]=[CH:3][CH:2]=[CH:1][C:6]1=2)=[CH:14][CH:15]=[CH:16][CH:17]=4 |f:1.2,4.5.6.7.8.9|. Procedure: 5H,6H,12H,13H-indeno[2,3-a]pyrrolo[3,4-c]carbazole-7(7H)one (Compound I-2) (200 mg, 0.65 mmol) was added to a stirred solution of NaH (25 mg of 60% oil dispersion, 0.65 mmol) in dry DMF (10 mL) under a nitrogen atmosphere. The dark mixture was stirred at ambient temperature for 1 hour. Ethyl bromoacetate (120 mg, 0.08 mL, 0.72) was added dropwise and the mixture was stirred 12 hours. The resulting yellow solution was concentrated at reduced pressure to give a crude yellow solid. The product was ... Starting materials: N#Cc1ccc(B(O)O)cc1, Cc1ccccc1, CO, [Cl-], COc1ccc(I)nc1, [Li+], [Na+], [Na+], O=C([O-])[O-], c1ccc(P(c2ccccc2)(c2ccccc2)[Pd](P(c2ccccc2)(c2ccccc2)c2ccccc2)(P(c2ccccc2)(c2ccccc2)c2ccccc2)P(c2ccccc2)(c2ccccc2)c2ccccc2)cc1. Yields the product COc1ccc(-c2ccc(C#N)cc2)nc1. Reaction SMILES: [C:10](#[N:11])[c:12]1[cH:13][cH:14][c:15]([B:18]([OH:19])[OH:20])[cH:16][cH:17]1.[CH3:106][c:107]1[cH:108][cH:109][cH:110][cH:111][cH:112]1.[CH3:113][OH:114].[Cl-:22].[I:1][c:2]1[n:3][cH:4][c:5]([O:8][CH3:9])[cH:6][cH:7]1.[Li+:21].[Na+:23].[Na+:24].[O-:25][C:26](=[O:27])[O-:28].[cH:29]1[cH:30][cH:31][c:32]([P:33]([Pd:34]([P:35]([c:36]2[cH:37][cH:38][cH:39][cH:40][cH:41]2)([c:42]2[cH:43][cH:44][cH:45][cH:46][cH:47]2)[c:48]2[cH:49][cH:50][cH:51][cH:52][cH:53]2)([P:54]([c:55]2[cH:56][cH:57][cH:58][cH:59][cH:60]2)([c:61]2[cH:62][cH:63][cH:64][cH:65][cH:66]2)[c:67]2[cH:68][cH:69][cH:70][cH:71][cH:72]2)[P:73]([c:74]2[cH:75][cH:76][cH:77][cH:78][cH:79]2)([c:80]2[cH:81][cH:82][cH:83][cH:84][cH:85]2)[c:86]2[cH:87][cH:88][cH:89][cH:90][cH:91]2)([c:92]2[cH:93][cH:94][cH:95][cH:96][cH:97]2)[c:98]2[cH:99][cH:100][cH:101][cH:102][cH:103]2)[cH:104][cH:105]1>>[c:2]1(-[c:15]2[cH:14][cH:13][c:12]([C:10]#[N:11])[cH:17][cH:16]2)[n:3][cH:4][c:5]([O:8][CH3:9])[cH:6][cH:7]1.